From a dataset of the Open Reaction Database (ORD), a public repository of structured organic reaction records. describe an organic reaction: reactants, conditions, products, and yield The reactants are O=C1CCN(C2CCN(C(=O)OCc3ccccc3)CC2)C(=O)N1, CN(C)C=O. Yields the product O=C1CCN(C2CCNCC2)C(=O)N1. Reaction SMILES: [O:1]=[C:2]1[N:3]([CH:9]2[CH2:10][CH2:11][N:12]([C:15]([O:16][CH2:17][c:18]3[cH:19][cH:20][cH:21][cH:22][cH:23]3)=[O:24])[CH2:13][CH2:14]2)[CH2:4][CH2:5][C:6](=[O:8])[NH:7]1.[O:25]=[CH:26][N:27]([CH3:28])[CH3:29]>>[O:1]=[C:2]1[N:3]([CH:9]2[CH2:10][CH2:11][NH:12][CH2:13][CH2:14]2)[CH2:4][CH2:5][C:6](=[O:8])[NH:7]1. Reactants: C(C1=CC=CC=C1)OC1=C(C=C(C(=C1)OCC1=CC=CC=C1)C(=C)C)C(=O)N1CCC(CC1)CC=O (2—(1-{[2,4-bis(benzyloxy)-5-(prop-1-en-2-yl)phenyl]carbonyl}piperidin-4-yl)acetaldehyde), C(C)(C)(C)OC([C@@H](N)CC(C)C)=O (L-leucine tert-butyl ester). The product is OC1=C(C=C(C(=C1)O)C(C)C)C(=O)N1CCC(CC1)CCN[C@@H](CC(C)C)C(=O)OC(C)(C)C (tert-butyl N-[2-(1-{[2,4-dihydroxy-5-(propan-2-yl)phenyl]carbonyl}piperidin-4-yl)ethyl]-L-leucinate). RXN SMILES: C([O:8][C:9]1[CH:14]=[C:13]([O:15]CC2C=CC=CC=2)[C:12]([C:23]([CH3:25])=[CH2:24])=[CH:11][C:10]=1[C:26]([N:28]1[CH2:33][CH2:32][CH:31]([CH2:34][CH:35]=O)[CH2:30][CH2:29]1)=[O:27])C1C=CC=CC=1.[C:37]([O:41][C:42](=[O:49])[C@H:43]([CH2:45][CH:46]([CH3:48])[CH3:47])[NH2:44])([CH3:40])([CH3:39])[CH3:38]>>[OH:8][C:9]1[CH:14]=[C:13]([OH:15])[C:12]([CH:23]([CH3:24])[CH3:25])=[CH:11][C:10]=1[C:26]([N:28]1[CH2:33][CH2:32][CH:31]([CH2:34][CH2:35][NH:44][C@H:43]([C:42]([O:41][C:37]([CH3:40])([CH3:39])[CH3:38])=[O:49])[CH2:45][CH:46]([CH3:47])[CH3:48])[CH2:30][CH2:29]1)=[O:27]. Reported procedure: Prepared from Intermediate D and L-leucine tert-butyl ester. 1H NMR (300 MHz, d3-MeOD) 6.95 (1H, s), 6.33 (1H, s), 4.17 (2H, m), 3.33 (1H, m), 3.28 (1H, m), 2.95 (2H, t, J=12.6 Hz), 2.65 (2H, m), 1.74 (4H, m), 1.57 (11H, m), 1.44 (4H, m), 1.20 (6H, d, J=9.0 Hz), 0.97 (6H, m). LC/MS: purity 96%, m/z 477 [M+H]+ Starting materials: C([O-])([O-])=O.[Cs+].[Cs+] (cesium carbonate), BrCC(C(C)(C)C)=O (1-bromo-3,3-dimethyl-butan-2-one), COC(=O)C1=NN(C(=C1)O)C1=C(C=CC=C1)F (1-(2-fluoro-phenyl)-5-hydroxy-1H-pyrazole-3-carboxylic acid methyl ester). The solvent is CN(C)C=O (DMF). Reaction conditions: temperature 50 celsius. Yields the product COC(=O)C1=NN(C(=C1)OCC(C(C)(C)C)=O)C1=C(C=CC=C1)F (5-(3,3-Dimethyl-2-oxo-butoxy)-1-(2-fluoro-phenyl)-1H-pyrazole-3-carboxylic acid methyl ester). As a reaction SMILES: [CH3:1][O:2][C:3]([C:5]1[CH:9]=[C:8]([OH:10])[N:7]([C:11]2[CH:16]=[CH:15][CH:14]=[CH:13][C:12]=2[F:17])[N:6]=1)=[O:4].C(=O)([O-])[O-].[Cs+].[Cs+].Br[CH2:25][C:26](=[O:31])[C:27]([CH3:30])([CH3:29])[CH3:28]>CN(C=O)C>[CH3:1][O:2][C:3]([C:5]1[CH:9]=[C:8]([O:10][CH2:25][C:26](=[O:31])[C:27]([CH3:30])([CH3:29])[CH3:28])[N:7]([C:11]2[CH:16]=[CH:15][CH:14]=[CH:13][C:12]=2[F:17])[N:6]=1)=[O:4] |f:1.2.3|. Procedure: 200 mg (0.85 mmol) of 1-(2-fluoro-phenyl)-5-hydroxy-1H-pyrazole-3-carboxylic acid methyl ester were dissolved in 5 ml of DMF. 552 mg (1.7 mmol) of cesium carbonate and 152 mg (0.85 mmol) of 1-bromo-3,3-dimethyl-butan-2-one were added and the mixture was heated to 50° C. for 6 h. Then the mixture was filtered and the solvent removed in vacuo. The obtained crude title compound was subjected to hydrolysis without further purification. The reactants are 1-[3-(dimethylaminopropyl)]-3-ethylcarbodiimide hydrochloride, 4-N,N-dimethylaminopyridine, CC1(OC(=O)CC(=O)O1)C (Meldrum's acid), C(=O)(OC(C)(C)C)N[C@H](C(C)C)C(=O)O (Boc-D-Valine). Run in ClCCl (dichloromethane). Run at temperature 3 celsius. Product: C(C)(C)(C)OC(N[C@H](C(C)C)C(=O)C1C(OC(OC1=O)(C)C)=O)=O ((R)-[1-(2,2-Dimethyl-4,6-dioxo-[1,3]dioxane-5-carbonyl)-2-methyl-propyl]-carbamic acid tert-butyl ester). Reaction SMILES: [C:1]([NH:8][C@@H:9]([C:13]([OH:15])=O)[CH:10]([CH3:12])[CH3:11])([O:3][C:4]([CH3:7])([CH3:6])[CH3:5])=[O:2].[CH3:16][C:17]1([CH3:25])[O:24][C:22](=[O:23])[CH2:21][C:19](=[O:20])[O:18]1>ClCCl>[C:4]([O:3][C:1](=[O:2])[NH:8][C@@H:9]([C:13]([CH:21]1[C:22](=[O:23])[O:24][C:17]([CH3:25])([CH3:16])[O:18][C:19]1=[O:20])=[O:15])[CH:10]([CH3:11])[CH3:12])([CH3:5])([CH3:6])[CH3:7]. Procedure details: A 5 L four-necked flask (equipped with mechanical stirrer, nitrogen inlet, thermocouple, and glass stopper) was charged with Boc-D-Valine (143.6 g, 0.661 mol) and dichloromethane (2.8 L). The reaction was chilled to ˜3° C. in an ice bath, and then 4-N,N-dimethylaminopyridine (124.6 g, 1.02 mol) and Meldrum's acid (104.8 g, 0.727 mol) were added to the reaction. To the reaction mixture was then added 1-[3-(dimethylaminopropyl)]-3-ethylcarbodiimide hydrochloride (EDCl, 139.4 g, 0.727 mol) over a f...